From a dataset of the Open Reaction Database (ORD), a public repository of structured organic reaction records. describe an organic reaction: reactants, conditions, products, and yield The reactants are BrCC=1C=CC2=C(N(N=N2)C)C1 (6-Bromomethyl-1-methyl-1H-benzotriazole), N1N=NN=C1 (tetrazole). Yields the product CN1N=NC2=C1C=C(C=C2)CN2N=CN=N2 (1-Methyl-6-(2-tetrazolyl)methyl-1H-benzotriazole). Reaction SMILES: Br[CH2:2][C:3]1[CH:4]=[CH:5][C:6]2[N:10]=[N:9][N:8]([CH3:11])[C:7]=2[CH:12]=1.[NH:13]1[CH:17]=[N:16][N:15]=[N:14]1>>[CH3:11][N:8]1[C:7]2[CH:12]=[C:3]([CH2:2][N:14]3[N:15]=[N:16][CH:17]=[N:13]3)[CH:4]=[CH:5][C:6]=2[N:10]=[N:9]1. Reported procedure: The bromomethyl compound (b) is reacted with tetrazole, yielding the title compound. Starting materials: C(C)(C)(C)N1N=C(C=2C1=NC=NC2N)C=2C=CC1=C(OCO1)C2 (1-tert-butyl-3-(benzo[d][1,3]dioxol-6-yl)-1H-pyrazolo[3,4-d]pyrimidin-4-amine). Solvent: C(=O)O (formic acid), Cl (HCl). The product is O1COC2=C1C=C(C=C2)C2=NNC1=NC=NC(=C12)N (3-(benzo[d][1,3]dioxol-6-yl)-1H-pyrazolo[3,4-d]pyrimidin-4-amine). Reaction SMILES: C([N:5]1[C:9]2=[N:10][CH:11]=[N:12][C:13]([NH2:14])=[C:8]2[C:7]([C:15]2[CH:16]=[CH:17][C:18]3[O:22][CH2:21][O:20][C:19]=3[CH:23]=2)=[N:6]1)(C)(C)C>C(O)=O.Cl>[O:20]1[C:19]2[CH:23]=[C:15]([C:7]3[C:8]4[C:9](=[N:10][CH:11]=[N:12][C:13]=4[NH2:14])[NH:5][N:6]=3)[CH:16]=[CH:17][C:18]=2[O:22][CH2:21]1. Procedure: 1-tert-butyl-3-(benzo[d][1,3]dioxol-6-yl)-1H-pyrazolo[3,4-d]pyrimidin-4-amine (21 mg, 0.082 mmol) was dissolved in a solution of formic acid (1 mL) and conc. HCl (0.2 mL) and heated to reflux for 2 hours. Reaction was concentrated in vacuo and purified by RP-HPLC (MeCN:H2O:0.1% TFA). ESI-MS (M+H)+ m/z calcd 256.1, found 256.3. Starting materials: CC(C)(C)C#CC=CCBr, Cc1cc(Br)cc(CCN)c1, O=C([O-])O, CN(C)C=O, [Na+], [Na+], [Na+], O=C([O-])[O-]. Yields the product Cc1cc(Br)cc(CN(C)CC=CC#CC(C)(C)C)c1. RXN SMILES: [Br:18][CH2:19][CH:20]=[CH:21][C:22]#[C:23][C:24]([CH3:25])([CH3:26])[CH3:27].[Br:1][c:2]1[cH:3][c:4]([CH2:5][CH2:6][NH2:7])[cH:8][c:9]([CH3:11])[cH:10]1.[C:28](=[O:29])([OH:30])[O-:31].[CH3:33][N:34]([CH3:35])[CH:36]=[O:37].[Na+:12].[Na+:13].[Na+:32].[O-:14][C:15](=[O:16])[O-:17]>>[Br:1][c:2]1[cH:3][c:4]([CH2:5][N:34]([CH2:19][CH:20]=[CH:21][C:22]#[C:23][C:24]([CH3:25])([CH3:26])[CH3:27])[CH3:33])[cH:8][c:9]([CH3:11])[cH:10]1. Starting materials: C1(CCCC1)CC(=O)NC1=CC=C2CCCC(C2=C1)=O (7-cyclopentylacetamido-1-tetralone), C(C)(=O)OCC (ethyl acetate), BrBr (bromine), C(Cl)(Cl)(Cl)Cl (carbon tetrachloride). Reagents/catalysts: Cl (HCl). Solvent: Cl (HCl), C(Cl)Cl (methylene chloride). Run at time 3 hour. Yields the product BrC1C(C2=CC(=CC=C2CC1)NC(CC1CCCC1)=O)=O (2-bromo-7-cyclopentylacetamido-1-tetralone). Yield: 95.0%. Reaction SMILES: [CH:1]1([CH2:6][C:7]([NH:9][C:10]2[CH:19]=[C:18]3[C:13]([CH2:14][CH2:15][CH2:16][C:17]3=[O:20])=[CH:12][CH:11]=2)=[O:8])[CH2:5][CH2:4][CH2:3][CH2:2]1.[Br:21]Br.C(Cl)(Cl)(Cl)Cl.C(OCC)(=O)C>Cl.C(Cl)Cl>[Br:21][CH:16]1[CH2:15][CH2:14][C:13]2[C:18](=[CH:19][C:10]([NH:9][C:7](=[O:8])[CH2:6][CH:1]3[CH2:2][CH2:3][CH2:4][CH2:5]3)=[CH:11][CH:12]=2)[C:17]1=[O:20]. Reported procedure: To a mixture of 7-cyclopentylacetamido-1-tetralone (1.02 g) in ethereal HCl (0.2 ml) and methylene chloride (20 ml) was added a solution of bromine (0.19 ml) in a mixture of ethereal HCl (10 drops) and carbon tetrachloride (1 ml). The reaction was stirred for 3 h and ethyl acetate (60 ml) was added. The mixture was washed (saturated sodium bicarbonate, water, brine), dried (MgSO4), and evaporated. The residue was recrystallized from methylene chloride and petroleum ether to give 2-bromo-7-cyclop... Reactants: C(C1=CC=CC=C1)N1CCC(CC1)(C(=O)O)NC1=CC(=CC=C1)C (1-benzyl-4-(3-methylphenylamino)piperidine-4-carboxylic acid), S(O)(O)(=O)=O (sulfuric acid), C(C)O (ethanol). Yields the product C(C1=CC=CC=C1)N1CCC(CC1)(C(=O)OCC)NC1=CC(=CC=C1)C (Ethyl 1-Benzyl-4-(3-methylphenylamino)-piperidine-4-carboxylate). Reaction SMILES: [CH2:1]([N:8]1[CH2:13][CH2:12][C:11]([NH:17][C:18]2[CH:23]=[CH:22][CH:21]=[C:20]([CH3:24])[CH:19]=2)([C:14]([OH:16])=[O:15])[CH2:10][CH2:9]1)[C:2]1[CH:7]=[CH:6][CH:5]=[CH:4][CH:3]=1.S(=O)(=O)(O)O.[CH2:30](O)[CH3:31]>>[CH2:1]([N:8]1[CH2:13][CH2:12][C:11]([NH:17][C:18]2[CH:23]=[CH:22][CH:21]=[C:20]([CH3:24])[CH:19]=2)([C:14]([O:16][CH2:30][CH3:31])=[O:15])[CH2:10][CH2:9]1)[C:2]1[CH:7]=[CH:6][CH:5]=[CH:4][CH:3]=1. Reported procedure: A mixture of 1-benzyl-4-(3-methylphenylamino)piperidine-4-carboxylic acid (3.81 g, 11.7 mmol) and concentrated sulfuric acid (2 mL) in absolute ethanol (80 mL) was heated under reflux overnight. The resultant solution was concentrated under vacuum, and the residue was treated with chloroform saturated with ammonia gas. The mixture was filtered, and the filtrate concentrated. The residue was passed through a small plug of silica gel eluting with chloroform saturated with ammonia gas. Collection a...